This data is from the Open Reaction Database (ORD), a public repository of structured organic reaction records. The task is: describe an organic reaction: reactants, conditions, products, and yield Starting materials: II (iodine), S(=S)(=O)([O-])[O-].[Na+].[Na+] (sodium thiosulfate), BrC1=C(C(=CC=C1)OCOC)OCC1CC1 (1-bromo-2-cyclopropylmethoxy-3-methoxymethoxybenzene), CCCCCC.C(CCC)[Li] (n-butyl lithium hexane). Run in C(C)OCC (diethyl ether), C(C)OCC (diethyl ether). Conditions: temperature -30 celsius, time 30 minute. Product: C1(CC1)COC1=C(C=CC=C1OCOC)I (2-Cyclopropylmethoxy-1-iodo-3-methoxymethoxybenzene). The yield is 106.2%. RXN SMILES: Br[C:2]1[CH:7]=[CH:6][CH:5]=[C:4]([O:8][CH2:9][O:10][CH3:11])[C:3]=1[O:12][CH2:13][CH:14]1[CH2:16][CH2:15]1.CCCCCC.C([Li])CCC.[I:28]I.S([O-])([O-])(=O)=S.[Na+].[Na+]>C(OCC)C>[CH:14]1([CH2:13][O:12][C:3]2[C:4]([O:8][CH2:9][O:10][CH3:11])=[CH:5][CH:6]=[CH:7][C:2]=2[I:28])[CH2:16][CH2:15]1 |f:1.2,4.5.6|. Procedure details: To 76 ml of diethyl ether solution containing 24.1 g (84 mmol) of 1-bromo-2-cyclopropylmethoxy-3-methoxymethoxybenzene obtained in Reference example 12-(a) was added dropwise 53.4 ml (84 mmol) of 1.58M n-butyl lithium hexane solution at −60° C. or lower under argon atmosphere. The mixture was stirred at the same temperature for further 30 minutes, raised to −30° C., and then, 50 ml of diethyl ether solution containing 21.3 g (84 mmol) of iodine was added dropwise to the mixture. After completion... The reactants are COC1=CN=C(C=2CCN(C(C12)=O)CC1=CC=C(C=C1)OC)C(=O)OCC (ethyl 4-methoxy-6-(4-methoxybenzyl)-5-oxo-5,6,7,8-tetrahydro-2,6-naphthyridine-1-carboxylate), LiOH monohydrate, O (water), Cl (HCl). Run in C1CCOC1 (THF). Conditions: time 1.5 hour. Yields the product COC1=CN=C(C=2CCN(C(C12)=O)CC1=CC=C(C=C1)OC)C(=O)O (4-methoxy-6-(4-methoxybenzyl)-5-oxo-5,6,7,8-tetrahydro-2,6-naphthyridine-1-carboxylic acid). As a reaction SMILES: [CH3:1][O:2][C:3]1[C:12]2[C:11](=[O:13])[N:10]([CH2:14][C:15]3[CH:20]=[CH:19][C:18]([O:21][CH3:22])=[CH:17][CH:16]=3)[CH2:9][CH2:8][C:7]=2[C:6]([C:23]([O:25]CC)=[O:24])=[N:5][CH:4]=1.O.Cl>C1COCC1>[CH3:1][O:2][C:3]1[C:12]2[C:11](=[O:13])[N:10]([CH2:14][C:15]3[CH:20]=[CH:19][C:18]([O:21][CH3:22])=[CH:17][CH:16]=3)[CH2:9][CH2:8][C:7]=2[C:6]([C:23]([OH:25])=[O:24])=[N:5][CH:4]=1. Reported procedure: To a solution of ethyl 4-methoxy-6-(4-methoxybenzyl)-5-oxo-5,6,7,8-tetrahydro-2,6-naphthyridine-1-carboxylate (15.2 g) in THF (150 mL) was added LiOH monohydrate (5.16 g) and sufficient water to dissolve the solids. The reaction was allowed to stir at room temperature for 1.5 hours. The reaction was neutralized with 125 mL of 1N HCl and the THF was removed in vacuo. The resulting slurry was partitioned between CHCl3 and 10% aqueous KHSO4. The combined organics were dried over sodium sulfate, fil... The reactants are CCO, CC(=NO)C1(c2ccc(Cl)cc2Cl)CC1, [H][H]. The product is CC(N)C1(c2ccc(Cl)cc2Cl)CC1. RXN SMILES: [CH3:18][CH2:19][OH:20].[Cl:1][c:2]1[c:3]([C:9]2([C:12]([CH3:13])=[N:14][OH:15])[CH2:10][CH2:11]2)[cH:4][cH:5][c:6]([Cl:8])[cH:7]1.[H:16][H:17]>>[Cl:1][c:2]1[c:3]([C:9]2([CH:12]([CH3:13])[NH2:14])[CH2:10][CH2:11]2)[cH:4][cH:5][c:6]([Cl:8])[cH:7]1. Starting materials: C(C)OC(=O)C1=C(N(C(=C1)Br)CC)C(C1=CC=C(C=C1)Cl)NC1=C(C=CC(=C1)Cl)C (5-bromo-2-[(5-chloro-2-methyl-phenylamino)-(4-chloro-phenyl)-methyl]-1-ethyl-1H-pyrrole-3-carboxylic acid ethyl ester), COC(=O)C1=C(N(C(=C1)Br)C(C)C)C(C1=CC=C(C=C1)Cl)NC1=CC(=C(C=C1)F)Cl (5-bromo-2-[(3-chloro-4-fluoro-phenylamino)-(4-chloro-phenyl)-methyl]-1-isopropyl-1H-pyrrole-3-carboxylic acid methyl ester). Product: BrC1=CC(=C(N1CC)C(C1=CC=C(C=C1)Cl)NC1=C(C=CC(=C1)Cl)C)C(=O)O (5-Bromo-2-[(5-chloro-2-methyl-phenylamino)-(4-chloro-phenyl)-methyl]-1-ethyl-1H-pyrrole-3-carboxylic acid). RXN SMILES: C([O:3][C:4]([C:6]1[CH:10]=[C:9]([Br:11])[N:8]([CH2:12][CH3:13])[C:7]=1[CH:14]([NH:22][C:23]1[CH:28]=[C:27]([Cl:29])[CH:26]=[CH:25][C:24]=1[CH3:30])[C:15]1[CH:20]=[CH:19][C:18]([Cl:21])=[CH:17][CH:16]=1)=[O:5])C.COC(C1C=C(Br)N(C(C)C)C=1C(NC1C=CC(F)=C(Cl)C=1)C1C=CC(Cl)=CC=1)=O>>[Br:11][C:9]1[N:8]([CH2:12][CH3:13])[C:7]([CH:14]([NH:22][C:23]2[CH:28]=[C:27]([Cl:29])[CH:26]=[CH:25][C:24]=2[CH3:30])[C:15]2[CH:20]=[CH:19][C:18]([Cl:21])=[CH:17][CH:16]=2)=[C:6]([C:4]([OH:5])=[O:3])[CH:10]=1. Procedure: The title compound was prepared in analogy to the procedure described for Step D1 but 5-bromo-2-[(5-chloro-2-methyl-phenylamino)-(4-chloro-phenyl)-methyl]-1-ethyl-1H-pyrrole-3-carboxylic acid ethyl ester (Step K2) was used instead of was used instead of 5-bromo-2-[(3-chloro-4-fluoro-phenylamino)-(4-chloro-phenyl)-methyl]-1-isopropyl-1H-pyrrole-3-carboxylic acid methyl ester to afford the title compound as a colorless oil. tR: 5.97 min (HPLC 4); ESI-MS: tR=1.41 min, [M−H] 479/481/483 (LC-MS 1). Reactants: CNCCN1c2ccccc2COc2ccccc21, CS(=O)(=O)OCCc1ccc(Cl)cc1, CC#N, [I-], [Na+], [Na+], [Na+], O=C([O-])[O-]. The product is CN(CCc1ccc(Cl)cc1)CCN1c2ccccc2COc2ccccc21. Reaction SMILES: [CH3:1][NH:2][CH2:3][CH2:4][N:5]1[c:6]2[c:7]([cH:16][cH:17][cH:18][cH:19]2)[O:8][CH2:9][c:10]2[c:11]1[cH:12][cH:13][cH:14][cH:15]2.[CH3:20][S:21]([O:22][CH2:25][CH2:26][c:27]1[cH:28][cH:29][c:30]([Cl:33])[cH:31][cH:32]1)(=[O:23])=[O:24].[CH3:42][C:43]#[N:44].[I-:41].[Na+:34].[Na+:35].[Na+:40].[O-:36][C:37](=[O:38])[O-:39]>>[CH3:1][N:2]([CH2:3][CH2:4][N:5]1[c:6]2[c:7]([cH:16][cH:17][cH:18][cH:19]2)[O:8][CH2:9][c:10]2[c:11]1[cH:12][cH:13][cH:14][cH:15]2)[CH2:25][CH2:26][c:27]1[cH:28][cH:29][c:30]([Cl:33])[cH:31][cH:32]1. Starting materials: C1COCCOCCOCCOCCO1, [H-], [Na+], C1CCOC1, O=Cc1c[nH]c(-c2ccccc2)c1, O=S(=O)(Cl)c1ccccc1. Product: O=Cc1cc(-c2ccccc2)n(S(=O)(=O)c2ccccc2)c1. As a reaction SMILES: [CH2:16]1[O:17][CH2:18][CH2:19][O:20][CH2:21][CH2:22][O:23][CH2:24][CH2:25][O:26][CH2:27][CH2:28][O:29][CH2:30]1.[H-:14].[Na+:15].[O:41]1[CH2:42][CH2:43][CH2:44][CH2:45]1.[c:1]1(-[c:7]2[cH:8][c:9]([CH:12]=[O:13])[cH:10][nH:11]2)[cH:2][cH:3][cH:4][cH:5][cH:6]1.[c:31]1([S:37](=[O:38])(=[O:39])[Cl:40])[cH:32][cH:33][cH:34][cH:35][cH:36]1>>[c:1]1(-[c:7]2[cH:8][c:9]([CH:12]=[O:13])[cH:10][n:11]2[S:37]([c:31]2[cH:32][cH:33][cH:34][cH:35][cH:36]2)(=[O:38])=[O:39])[cH:2][cH:3][cH:4][cH:5][cH:6]1.